This data is from the Open Reaction Database (ORD), a public repository of structured organic reaction records. The task is: describe an organic reaction: reactants, conditions, products, and yield Reactants: COC(=O)COCc1ccc(OC)cc1, CCO, NN, O, c1ccncc1. Yields the product COc1ccc(COCC(=O)NN)cc1. Reaction SMILES: [CH3:10][O:11][C:12]([CH2:13][O:14][CH2:15][c:16]1[cH:17][cH:18][c:19]([O:22][CH3:23])[cH:20][cH:21]1)=[O:24].[CH3:25][CH2:26][OH:27].[NH2:2][NH2:3].[OH2:1].[cH:4]1[cH:5][cH:6][n:7][cH:8][cH:9]1>>[NH:2]([NH2:3])[C:12](=[O:11])[CH2:13][O:14][CH2:15][c:16]1[cH:17][cH:18][c:19]([O:22][CH3:23])[cH:20][cH:21]1. The reactants are C(C)(C)(C)C1=C(C=CC(=C1)C(C)(C)C)O (2,4-di-t-butylphenol), COC(=O)C#CC(=O)OC (acetylene dicarboxylic acid dimethyl ester), [OH-].C(C1=CC=CC=C1)[N+](C)(C)C (benzyltrimethylammonium hydroxide), [OH-].[Na+] (sodium hydroxide). As a reaction SMILES: [C:1]([C:5]1[CH:10]=[C:9]([C:11]([CH3:14])([CH3:13])[CH3:12])[CH:8]=[CH:7][C:6]=1[OH:15])([CH3:4])([CH3:3])[CH3:2].C[O:17][C:18]([C:20]#[C:21][C:22]([O:24]C)=[O:23])=[O:19].[OH-].C([N+](C)(C)C)C1C=CC=CC=1.[OH-].[Na+]>CCOCC>[C:1]([C:5]1[CH:10]=[C:9]([C:11]([CH3:14])([CH3:13])[CH3:12])[CH:8]=[CH:7][C:6]=1[O:15]/[C:20](=[CH:21]\[C:22]([OH:24])=[O:23])/[C:18]([OH:19])=[O:17])([CH3:4])([CH3:3])[CH3:2] |f:2.3,4.5|. Procedure: A mixture of 2060 parts of 2,4-di-t-butylphenol, 1040 parts by volume of acetylene dicarboxylic acid dimethyl ester and 10 parts of benzyltrimethylammonium hydroxide was heated on a steam bath until a rapid exothermic reaction had occurred. The mixture was cooled to room temperature and ether was added. The ether extract was washed with N sodium hydroxide solution, sodium chloride solution and water, then the ether was removed by evaporation. The residue obtained was refluxed for three hours wit... Run in CCOCC (ether). The product is C(C)(C)(C)C1=C(O/C(/C(=O)O)=C\C(=O)O)C=CC(=C1)C(C)(C)C (2,4-Di-t-butylphenoxyfumaric acid).